From a dataset of the Open Reaction Database (ORD), a public repository of structured organic reaction records. describe an organic reaction: reactants, conditions, products, and yield The reactants are COC1=CC=C(C=C1)[C@H](C)NC(=CC(=O)OC)C=1C=NC=CC1 (methyl N-[(S)-1-(4-methoxyphenyl)ethyl]-3-amino-3-(3-pyridyl)propenoate). The reagents and catalysts are [OH-].[OH-].[Pd+2] (Pd(OH)2/C). The solvent is CO (methanol), C(C)(=O)OCC (ethyl acetate). Run at time 30 hour. Product: COC1=CC=C(C=C1)[C@H](C)N[C@@H](CC(=O)OC)C=1C=NC=CC1 (Methyl N-[(S)-1-(4-methoxyphenyl)ethyl]-(S)-3-amino-3-(3-pyridyl)propanoate). RXN SMILES: [CH3:1][O:2][C:3]1[CH:8]=[CH:7][C:6]([C@@H:9]([NH:11][C:12]([C:18]2[CH:19]=[N:20][CH:21]=[CH:22][CH:23]=2)=[CH:13][C:14]([O:16][CH3:17])=[O:15])[CH3:10])=[CH:5][CH:4]=1>CO.C(OCC)(=O)C.[OH-].[OH-].[Pd+2]>[CH3:1][O:2][C:3]1[CH:8]=[CH:7][C:6]([C@@H:9]([NH:11][C@H:12]([C:18]2[CH:19]=[N:20][CH:21]=[CH:22][CH:23]=2)[CH2:13][C:14]([O:16][CH3:17])=[O:15])[CH3:10])=[CH:5][CH:4]=1 |f:3.4.5|. Procedure details: The crude methyl N-[(S)-1-(4-methoxyphenyl)ethyl]-3-amino-3-(3-pyridyl)propenoate, (40.6 g, 130 mmol) was dissolved in methanol (200 mL) and mixed with 20% Pd(OH)2/C (4.1 g). The mixture was hydrogenated under atmospheric pressure for 30 h. The mixture was diluted with ethyl acetate (50 mL) and filtered through celite (20 g) to remove the catalyst. The celite was washed with hot (70° C.) ethyl acetate (200 mL). The combined filtrate was concentrated under reduced pressure to near dryness to an o... Reactants: C(C1=CC=CC=C1)OC=1C=CC=2C3=C(C=NC2C1)N=C(N3CC3CCOCC3)CC (7-(Benzyloxy)-2-ethyl-1-(tetrahydro-2H-pyran-4-ylmethyl)-1H-imidazo[4,5-c]quinoline), C(C)#N (acetonitrile). The reagents and catalysts are [Pd] (palladium on carbon). The solvent is CO (Methanol). Reaction conditions: time 16 hour. The product is C(C)C=1N(C2=C(C=NC=3C=C(C=CC23)O)N1)CC1CCOCC1 (2-ethyl-1-(tetrahydro-2H-pyran-4-ylmethyl)-1H-imidazo[4,5-c]quinolin-7-ol). Isolated yield 94.6%. As a reaction SMILES: C([O:8][C:9]1[CH:10]=[CH:11][C:12]2[C:13]3[N:21]([CH2:22][CH:23]4[CH2:28][CH2:27][O:26][CH2:25][CH2:24]4)[C:20]([CH2:29][CH3:30])=[N:19][C:14]=3[CH:15]=[N:16][C:17]=2[CH:18]=1)C1C=CC=CC=1.C(#N)C>[Pd].CO>[CH2:29]([C:20]1[N:21]([CH2:22][CH:23]2[CH2:28][CH2:27][O:26][CH2:25][CH2:24]2)[C:13]2[C:12]3[CH:11]=[CH:10][C:9]([OH:8])=[CH:18][C:17]=3[N:16]=[CH:15][C:14]=2[N:19]=1)[CH3:30]. Procedure details: 7-(Benzyloxy)-2-ethyl-1-(tetrahydro-2H-pyran-4-ylmethyl)-1H-imidazo[4,5-c]quinoline (8.3 g, 20.7 mmol) was added to a Parr vessel containing 10% palladium on carbon (1.5 g) wetted with acetonitrile. Methanol (160 mL) was added and the vessel was placed on the hydrogenator. The vessel was degassed three times and charged with 50 psi (3.4×105 Pa) hydrogen. The vessel was allowed to shake for 16 hours, replenishing the hydrogen as needed. The catalyst was removed by filtration through glass fiber f... Reactants: C=C(C)C(=O)Nc1ccc([N+](=O)[O-])c(CC)c1, Cc1cc(C(C)(C)C)c(O)c(C(C)(C)C)c1, ClCCl, O=C(OO)c1cccc(Cl)c1. Product: CCc1cc(NC(=O)C2(C)CO2)ccc1[N+](=O)[O-]. RXN SMILES: [CH2:12]([CH3:13])[c:14]1[cH:15][c:16]([NH:23][C:24]([C:25](=[CH2:26])[CH3:27])=[O:28])[cH:17][cH:18][c:19]1[N+:20](=[O:21])[O-:22].[CH3:29][c:30]1[cH:31][c:32]([C:33]([CH3:34])([CH3:35])[CH3:36])[c:37]([OH:38])[c:39]([C:40]([CH3:41])([CH3:42])[CH3:43])[cH:44]1.[Cl:45][CH2:46][Cl:47].[OH:1][O:2][C:3]([c:4]1[cH:5][c:6]([Cl:7])[cH:8][cH:9][cH:10]1)=[O:11]>>[O:1]1[C:25]([C:24]([NH:23][c:16]2[cH:15][c:14]([CH2:12][CH3:13])[c:19]([N+:20](=[O:21])[O-:22])[cH:18][cH:17]2)=[O:28])([CH3:27])[CH2:26]1.